The task is: describe an organic reaction: reactants, conditions, products, and yield. This data is from the Open Reaction Database (ORD), a public repository of structured organic reaction records. Reaction SMILES: [CH2:1]([N:3]([CH2:34][CH3:35])[CH2:4]/[CH:5]=[CH:6]\[C:7]1[CH:12]=[C:11]([F:13])[CH:10]=[CH:9][C:8]=1[S:14]([NH:17][C:18]1[C:29]([C:30]([O:32]C)=[O:31])=[C:22]2[N:23]=[C:24]3[CH2:28][CH2:27][CH2:26][N:25]3[C:21]2=[CH:20][CH:19]=1)(=[O:16])=[O:15])[CH3:2].O.[OH-].[Li+].C(O)=O>O1CCOCC1.O.CO>[CH2:34]([N:3]([CH2:1][CH3:2])[CH2:4]/[CH:5]=[CH:6]\[C:7]1[CH:12]=[C:11]([F:13])[CH:10]=[CH:9][C:8]=1[S:14]([NH:17][C:18]1[C:29]([C:30]([OH:32])=[O:31])=[C:22]2[N:23]=[C:24]3[CH2:28][CH2:27][CH2:26][N:25]3[C:21]2=[CH:20][CH:19]=1)(=[O:15])=[O:16])[CH3:35] |f:1.2.3|. Procedure: A mixture of methyl 6-[2-((Z)-3-diethylaminoprop-1-enyl)-4-fluorobenzenesulfonylamino]-2,3-dihydro-1H-benzo[d]pyrrolo[1,2-a]imidazole-5-carboxylate (Intermediate 53, 0.16 g) and lithium hydroxide monohydrate (0.526 g) in dioxane (10 mL) and water (2.5 mL) was irradiated in the microwave at 135° C. for 45 minutes. After cooling, the mixture was diluted with methanol, acidified with formic acid and evaporated in vacuo. The residue was azeiotroped with a mixture of toluene and ethanol and the resid... Yields the product C(C)N(C\C=C/C1=C(C=CC(=C1)F)S(=O)(=O)NC1=CC=C2C(N=C3N2CCC3)=C1C(=O)O)CC (6-[2-((Z)-3-diethylaminoprop-1-enyl)-4-fluorobenzenesulfonylamino]-2,3-dihydro-1H-benzo[d]pyrrolo[1,2-a]imidazole-5-carboxylic acid). Starting materials: C(C)N(C\C=C/C1=C(C=CC(=C1)F)S(=O)(=O)NC1=CC=C2C(N=C3N2CCC3)=C1C(=O)OC)CC (methyl 6-[2-((Z)-3-diethylaminoprop-1-enyl)-4-fluorobenzenesulfonylamino]-2,3-dihydro-1H-benzo[d]pyrrolo[1,2-a]imidazole-5-carboxylate), C(C)N(C\C=C/C1=C(C=CC(=C1)F)S(=O)(=O)NC1=CC=C2C(N=C3N2CCC3)=C1C(=O)OC)CC (methyl 6-[2-((Z)-3-diethylaminoprop-1-enyl)-4-fluorobenzenesulfonylamino]-2,3-dihydro-1H-benzo[d]pyrrolo[1,2-a]imidazole-5-carboxylate), O.[OH-].[Li+] (lithium hydroxide monohydrate), C(=O)O (formic acid). Yield: 22.5%. The solvent is O1CCOCC1 (dioxane), O (water), CO (methanol). Starting materials: CI, CCO, CN(C)C=O, [H-], CN(C)C(=O)CCc1ccc(C(O)(C(F)(F)F)C(F)(F)F)cc1[N+](=O)[O-], [Na+], O. Product: COC(c1ccc(CCC(=O)N(C)C)c([N+](=O)[O-])c1)(C(F)(F)F)C(F)(F)F. Reaction SMILES: [CH3:29][I:30].[CH3:31][CH2:32][OH:33].[CH3:34][N:35]([CH3:36])[CH:37]=[O:38].[H-:1].[N+:3](=[O:4])([O-:5])[c:6]1[c:7]([CH2:22][CH2:23][C:24](=[O:25])[N:26]([CH3:27])[CH3:28])[cH:8][cH:9][c:10]([C:12]([C:13]([F:14])([F:15])[F:16])([C:17]([F:18])([F:19])[F:20])[OH:21])[cH:11]1.[Na+:2].[OH2:39]>>[N+:3](=[O:4])([O-:5])[c:6]1[c:7]([CH2:22][CH2:23][C:24](=[O:25])[N:26]([CH3:27])[CH3:28])[cH:8][cH:9][c:10]([C:12]([C:13]([F:14])([F:15])[F:16])([C:17]([F:18])([F:19])[F:20])[O:21][CH3:31])[cH:11]1. Starting materials: C1(CC1)S(=O)(=O)C1=CC=C(C=C1)C(CC1CCOCC1)C1=CC=C(N1)C1=CC=C(C=N1)C=O (6-(5-{1-[4-(cyclopropylsulfonyl)phenyl]-2-(tetrahydro-2H-pyran-4-yl)ethyl}-1H-pyrrol-2-yl)pyridine-3-carbaldehyde), C1(CCC1)=O (cyclobutanone), C(O)([O-])=O.[Na+] (sodium hydrogen carbonate). Reagents/catalysts: [Cl-].[Cl-].[Cl-].[Ti+3] (titanium trichloride). The solvent is C(C)(=O)O (acetic acid), C(C)(=O)OCC (ethyl acetate). Run at time 16 hour. Product: C1(CC1)S(=O)(=O)C1=CC=C(C=C1)C(CC1CCOCC1)C1=CC=C(N1)C1=CC=C(C=N1)C(C1(CCC1)O)O (1-{[6-(5-{1-[4-(cyclopropylsulfonyl)phenyl]-2-(tetrahydro-2H-pyran-4-yl)ethyl}-1H-pyrrol-2-yl)pyridin-3-yl](hydroxy)methyl}cyclobutanol). Isolated yield 6.9%. RXN SMILES: [CH:1]1([S:4]([C:7]2[CH:12]=[CH:11][C:10]([CH:13]([C:21]3[NH:25][C:24]([C:26]4[N:31]=[CH:30][C:29]([CH:32]=[O:33])=[CH:28][CH:27]=4)=[CH:23][CH:22]=3)[CH2:14][CH:15]3[CH2:20][CH2:19][O:18][CH2:17][CH2:16]3)=[CH:9][CH:8]=2)(=[O:6])=[O:5])[CH2:3][CH2:2]1.[C:34]1(=[O:38])[CH2:37][CH2:36][CH2:35]1.C(=O)([O-])O.[Na+]>C(O)(=O)C.C(OCC)(=O)C.[Cl-].[Cl-].[Cl-].[Ti+3]>[CH:1]1([S:4]([C:7]2[CH:8]=[CH:9][C:10]([CH:13]([C:21]3[NH:25][C:24]([C:26]4[N:31]=[CH:30][C:29]([CH:32]([OH:33])[C:34]5([OH:38])[CH2:37][CH2:36][CH2:35]5)=[CH:28][CH:27]=4)=[CH:23][CH:22]=3)[CH2:14][CH:15]3[CH2:16][CH2:17][O:18][CH2:19][CH2:20]3)=[CH:11][CH:12]=2)(=[O:6])=[O:5])[CH2:3][CH2:2]1 |f:2.3,6.7.8.9|. Reported procedure: To a solution of 6-(5-{1-[4-(cyclopropylsulfonyl)phenyl]-2-(tetrahydro-2H-pyran-4-yl)ethyl}-1H-pyrrol-2-yl)pyridine-3-carbaldehyde (940 mg) in acetic acid (10 mL) were added cyclobutanone (2.1 g) and 20% aqueous titanium trichloride solution (3.1 g), and the mixture was stirred under argon at room temperature for 16 hr. The reaction mixture was diluted with ethyl acetate, and neutralized with saturated aqueous sodium hydrogen carbonate solution, and filtered through celite to remove the insolubl... Reactants: C1CCNC1, [O-][n+]1c2cccc(OCCCCl)c2[n+]([O-])c2cccc(O)c21, ClC(Cl)Cl. Yields the product [O-][n+]1c2cccc(OCCCN3CCCC3)c2[n+]([O-])c2cccc(O)c21. RXN SMILES: [CH2:23]1[CH2:24][CH2:25][NH:26][CH2:27]1.[Cl:1][CH2:2][CH2:3][CH2:4][O:5][c:6]1[c:7]2[n+:8]([O-:22])[c:9]3[cH:10][cH:11][cH:12][c:13]([OH:21])[c:14]3[n+:15]([O-:20])[c:16]2[cH:17][cH:18][cH:19]1.[Cl:28][CH:29]([Cl:30])[Cl:31]>>[CH2:2]([CH2:3][CH2:4][O:5][c:6]1[c:7]2[n+:8]([O-:22])[c:9]3[cH:10][cH:11][cH:12][c:13]([OH:21])[c:14]3[n+:15]([O-:20])[c:16]2[cH:17][cH:18][cH:19]1)[N:26]1[CH2:25][CH2:24][CH2:23][CH2:27]1. Reactants: NC1=C(C(=O)O)C=CN=C1OC (3-amino-2-methoxyisonicotinic acid), CN (methylamine), C1(CCC1)N1CCC(CC1)OC1=NC=C(C=N1)C=O (2-[(1-cyclobutylpiperidin-4-yl)oxy]pyrimidine-5-carbaldehyde). Product: C1(CCC1)N1CCC(CC1)OC1=NC=C(C=N1)C=1N(C(C2=C(N1)C(=NC=C2)OC)=O)C (2-{2-[(1-Cyclobutylpiperidin-4-yl)oxy]pyrimidin-5-yl}-8-methoxy-3-methylpyrido[3,4-d]pyrimidin-4(3H)-one). As a reaction SMILES: [NH2:1][C:2]1[C:10]([O:11][CH3:12])=[N:9][CH:8]=[CH:7][C:3]=1[C:4]([OH:6])=O.[CH3:13][NH2:14].[CH:15]1([N:19]2[CH2:24][CH2:23][CH:22]([O:25][C:26]3[N:31]=[CH:30][C:29]([CH:32]=O)=[CH:28][N:27]=3)[CH2:21][CH2:20]2)[CH2:18][CH2:17][CH2:16]1>>[CH:15]1([N:19]2[CH2:24][CH2:23][CH:22]([O:25][C:26]3[N:31]=[CH:30][C:29]([C:32]4[N:14]([CH3:13])[C:4](=[O:6])[C:3]5[CH:7]=[CH:8][N:9]=[C:10]([O:11][CH3:12])[C:2]=5[N:1]=4)=[CH:28][N:27]=3)[CH2:21][CH2:20]2)[CH2:18][CH2:17][CH2:16]1. Procedure: The entitled compound was obtained according to the method of Example 15 but starting from 3-amino-2-methoxyisonicotinic acid, methylamine and 2-[(1-cyclobutylpiperidin-4-yl)oxy]pyrimidine-5-carbaldehyde.